This data is from the Open Reaction Database (ORD), a public repository of structured organic reaction records. The task is: describe an organic reaction: reactants, conditions, products, and yield RXN SMILES: [CH2:1]([CH3:2])[O:3][C:4](=[O:5])[CH:6]1[C:7]([CH3:21])([CH3:22])[CH:8]1[CH:9]=[C:10]([c:11]1[cH:12][cH:13][cH:14][cH:15][cH:16]1)[C:17]([F:18])([F:19])[F:20].[CH3:25][CH2:26][OH:27].[Na+:24].[OH-:23].[OH2:28]>>[O:3]=[C:4]([OH:5])[CH:6]1[C:7]([CH3:21])([CH3:22])[CH:8]1[CH:9]=[C:10]([c:11]1[cH:12][cH:13][cH:14][cH:15][cH:16]1)[C:17]([F:18])([F:19])[F:20]. Product: CC1(C)C(C=C(c2ccccc2)C(F)(F)F)C1C(=O)O. Reactants: CCOC(=O)C1C(C=C(c2ccccc2)C(F)(F)F)C1(C)C, CCO, [Na+], [OH-], O. The reactants are Nc1n[nH]c(-c2ccccc2)c1Br, CCOC(C)=O, CCCCCC, O=C(CCl)N1CCN(c2ccc(Cl)cc2)CC1, [K+], [K+], O=C([O-])[O-], CN(C)C=O. Yields the product Nc1nn(CC(=O)N2CCN(c3ccc(Cl)cc3)CC2)c(-c2ccccc2)c1Br. RXN SMILES: [Br:1][c:2]1[c:3]([NH2:13])[n:4][nH:5][c:6]1-[c:7]1[cH:8][cH:9][cH:10][cH:11][cH:12]1.[C:42]([O:43][CH2:44][CH3:45])(=[O:46])[CH3:47].[CH3:48][CH2:49][CH2:50][CH2:51][CH2:52][CH3:53].[Cl:20][CH2:21][C:22](=[O:23])[N:24]1[CH2:25][CH2:26][N:27]([c:30]2[cH:31][cH:32][c:33]([Cl:36])[cH:34][cH:35]2)[CH2:28][CH2:29]1.[K+:14].[K+:15].[O-:16][C:17]([O-:18])=[O:19].[O:37]=[CH:38][N:39]([CH3:40])[CH3:41]>>[Br:1][c:2]1[c:3]([NH2:13])[n:4][n:5]([CH2:21][C:22](=[O:23])[N:24]2[CH2:25][CH2:26][N:27]([c:30]3[cH:31][cH:32][c:33]([Cl:36])[cH:34][cH:35]3)[CH2:28][CH2:29]2)[c:6]1-[c:7]1[cH:8][cH:9][cH:10][cH:11][cH:12]1. The reactants are C(#C)C1=CC=C(C=C1)C(F)(F)F (1-ethynyl-4-trifluoromethyl-benzene), COC(COC1=C(C=C(C=C1)OCC#CC1=CC(=CC(=C1)C#CCN1CCOCC1)Br)C)=O ((4-{3-[3-bromo-5-(3-morpholin-4-yl-prop-1-ynyl)-phenyl]-prop-2-ynyloxy}-2-methyl-phenoxy)-acetic acid methyl ester). The reagents and catalysts are Cl[Pd]([P](C1=CC=CC=C1)(C2=CC=CC=C2)C3=CC=CC=C3)([P](C4=CC=CC=C4)(C5=CC=CC=C5)C6=CC=CC=C6)Cl (Pd(PPh3)2Cl2), [Cu]I (CuI). Solvent: CN(C)C=O (DMF), C(C)N(CC)CC (triethylamine). Conditions: temperature 60 celsius. Yields the product COC(COC1=C(C=C(C=C1)OCC#CC1=CC(=CC(=C1)C#CC1=CC=C(C=C1)C(F)(F)F)C#CCN1CCOCC1)C)=O ((2-methyl-4-{3-[3-(3-morpholin-4-yl-prop-1-ynyl)-5-(4-trifluoromethyl-phenylethynyl)-phenyl]-prop-2-ynyloxy}-phenoxy)-acetic acid methyl ester). RXN SMILES: [C:1]([C:3]1[CH:8]=[CH:7][C:6]([C:9]([F:12])([F:11])[F:10])=[CH:5][CH:4]=1)#[CH:2].[CH3:13][O:14][C:15](=[O:45])[CH2:16][O:17][C:18]1[CH:23]=[CH:22][C:21]([O:24][CH2:25][C:26]#[C:27][C:28]2[CH:33]=[C:32]([C:34]#[C:35][CH2:36][N:37]3[CH2:42][CH2:41][O:40][CH2:39][CH2:38]3)[CH:31]=[C:30](Br)[CH:29]=2)=[CH:20][C:19]=1[CH3:44]>CN(C=O)C.C(N(CC)CC)C.Cl[Pd](Cl)([P](C1C=CC=CC=1)(C1C=CC=CC=1)C1C=CC=CC=1)[P](C1C=CC=CC=1)(C1C=CC=CC=1)C1C=CC=CC=1.[Cu]I>[CH3:13][O:14][C:15](=[O:45])[CH2:16][O:17][C:18]1[CH:23]=[CH:22][C:21]([O:24][CH2:25][C:26]#[C:27][C:28]2[CH:29]=[C:30]([C:2]#[C:1][C:3]3[CH:8]=[CH:7][C:6]([C:9]([F:10])([F:11])[F:12])=[CH:5][CH:4]=3)[CH:31]=[C:32]([C:34]#[C:35][CH2:36][N:37]3[CH2:42][CH2:41][O:40][CH2:39][CH2:38]3)[CH:33]=2)=[CH:20][C:19]=1[CH3:44] |^1:60,79|. Procedure: A mixture of 1-ethynyl-4-trifluoromethyl-benzene (159 mg, 0.94 mmol), (4-{3-[3-bromo-5-(3-morpholin-4-yl-prop-1-ynyl)-phenyl]-prop-2-ynyloxy}-2-methyl-phenoxy)-acetic acid methyl ester (160 mg, 0.31 mmol, example 6), Pd(PPh3)2Cl2 (36 mg, 0.031 mmol), CuI (16 mg, 0.087 mmol) in dry DMF (2 ml) and triethylamine (2 ml) was heated in a microwave own for 1 hour at 60° C. in a sealed tube. The reaction mixture was filtered through Decalite and the filtrate was evaporated. The residue was purified on c... Starting materials: C1COCCO1, Cl, [Na+], [OH-], O=S(=O)(c1ccccc1)c1ccc(-c2c(-c3ccccc3)nn3ccccc23)nn1. Yields the product O=c1ccc(-c2c(-c3ccccc3)nn3ccccc23)n[nH]1. As a reaction SMILES: [CH2:34]1[O:35][CH2:36][CH2:37][O:38][CH2:39]1.[ClH:33].[Na+:32].[OH-:31].[c:1]1([S:2](=[O:3])(=[O:4])[c:10]2[n:11][n:12][c:13](-[c:16]3[c:17](-[c:25]4[cH:26][cH:27][cH:28][cH:29][cH:30]4)[n:18][n:19]4[c:20]3[cH:21][cH:22][cH:23][cH:24]4)[cH:14][cH:15]2)[cH:5][cH:6][cH:7][cH:8][cH:9]1>>[c:10]1(=[O:31])[nH:11][n:12][c:13](-[c:16]2[c:17](-[c:25]3[cH:26][cH:27][cH:28][cH:29][cH:30]3)[n:18][n:19]3[c:20]2[cH:21][cH:22][cH:23][cH:24]3)[cH:14][cH:15]1. Starting materials: Cl, NC(Cc1ccc([N+](=O)[O-])cc1)C(=O)O, OCCO. Yields the product Cl, NC(Cc1ccc([N+](=O)[O-])cc1)C(=O)OCCO. As a reaction SMILES: [ClH:1].[N+:2](=[O:3])([O-:4])[c:5]1[cH:6][cH:7][c:8]([CH2:9][CH:10]([NH2:11])[C:12](=[O:13])[OH:14])[cH:15][cH:16]1.[OH:17][CH2:18][CH2:19][OH:20]>>[ClH:1].[N+:2](=[O:3])([O-:4])[c:5]1[cH:6][cH:7][c:8]([CH2:9][CH:10]([NH2:11])[C:12]([O:13][CH2:19][CH2:18][OH:17])=[O:14])[cH:15][cH:16]1.